From a dataset of the Open Reaction Database (ORD), a public repository of structured organic reaction records. describe an organic reaction: reactants, conditions, products, and yield Reactants: CC(CO)(NC(=O)CCl)c1cccc(Br)c1, CC(C)(C)[O-], CC(C)(C)O, [K+]. As a reaction SMILES: [Br:1][c:2]1[cH:3][c:4]([C:8]([CH2:9][OH:10])([CH3:11])[NH:12][C:13]([CH2:14][Cl:15])=[O:16])[cH:5][cH:6][cH:7]1.[CH3:17][C:18]([CH3:19])([O-:20])[CH3:21].[CH3:23][C:24]([OH:25])([CH3:26])[CH3:27].[K+:22]>>[Br:1][c:2]1[cH:3][c:4]([C:8]2([CH3:11])[CH2:9][O:10][CH2:14][C:13](=[O:16])[NH:12]2)[cH:5][cH:6][cH:7]1. Yields the product CC1(c2cccc(Br)c2)COCC(=O)N1. Reaction SMILES: [C:1]([c:2]1[cH:3][cH:4][cH:5][cH:6][cH:7]1)(=[O:8])[Cl:9].[CH3:11][c:12]1[cH:13][cH:14][cH:15][cH:16][cH:17]1.[NH3:10]>>[C:1]([c:2]1[cH:3][cH:4][cH:5][cH:6][cH:7]1)(=[O:8])[NH2:10]. Yields the product NC(=O)c1ccccc1. Reactants: O=C(Cl)c1ccccc1, Cc1ccccc1, N. Starting materials: S(=O)(=O)(Cl)Cl (sulfuryl chloride), C1=CCCCC1 (cyclohexene), C(C)OCC(=O)OCSC1=CC=CC=C1 ((phenylthio)methyl 2-ethoxyacetate), S(=O)(=O)(Cl)Cl (sulfuryl chloride). Solvent: C(Cl)Cl (CH2Cl2), C(Cl)Cl (CH2Cl2), C(Cl)Cl (CH2Cl2), C(Cl)Cl (CH2Cl2). Reaction conditions: time 90 minute. The product is C(C)OCC(=O)OCCl (chloromethyl 2-ethoxyacetate). Yield: 97.7%. RXN SMILES: [CH2:1]([O:3][CH2:4][C:5]([O:7][CH2:8]SC1C=CC=CC=1)=[O:6])[CH3:2].S(Cl)([Cl:19])(=O)=O.C1CCCCC=1>C(Cl)Cl>[CH2:1]([O:3][CH2:4][C:5]([O:7][CH2:8][Cl:19])=[O:6])[CH3:2]. Procedure details: To a solution of (phenylthio)methyl 2-ethoxyacetate (17.28 g, 76 mmol) in CH2Cl2 (200 mL) at 0° C. was added a solution of sulfuryl chloride (7.36 mL, 92 mmol) in CH2Cl2 (50 mL) over a period of 15 min, and the reaction was stirred at room temperature for 90 min. The reaction was again cooled to 0° C. and treated with a second portion of sulfuryl chloride (7.36 mL, 92 mmol) in CH2Cl2 (50 mL) over a period of 15 min. The reaction was then warmed to 30° C., stirred for 1 hour, and then cooled back... Starting materials: NC1CCCc2ccccc21, O=Cc1cccc(Oc2ccc(Cl)c(Cl)c2)c1. The product is Clc1ccc(Oc2cccc(CNC3CCCc4ccccc43)c2)cc1Cl. As a reaction SMILES: [CH:18]1([NH2:28])[CH2:19][CH2:20][CH2:21][c:22]2[cH:23][cH:24][cH:25][cH:26][c:27]21.[Cl:1][c:2]1[cH:3][c:4]([O:5][c:6]2[cH:7][c:8]([CH:9]=[O:10])[cH:11][cH:12][cH:13]2)[cH:14][cH:15][c:16]1[Cl:17]>>[Cl:1][c:2]1[cH:3][c:4]([O:5][c:6]2[cH:7][c:8]([CH2:9][NH:28][CH:18]3[CH2:19][CH2:20][CH2:21][c:22]4[cH:23][cH:24][cH:25][cH:26][c:27]43)[cH:11][cH:12][cH:13]2)[cH:14][cH:15][c:16]1[Cl:17]. Starting materials: CCCCCC(C)C(C)c1cc(O)c2c(c1)OC(C)(C)C1=C2CNCC1, CC(=O)[O-], CO, N#CBr, [Na+]. Yields the product CCCCCC(C)C(C)c1cc(O)c2c(c1)OC(C)(C)C1=C2CN(C#N)CC1. RXN SMILES: [CH3:1][C:2]1([CH3:26])[O:3][c:4]2[c:5]([c:6]([OH:19])[cH:7][c:8]([CH:10]([CH:11]([CH2:12][CH2:13][CH2:14][CH2:15][CH3:16])[CH3:17])[CH3:18])[cH:9]2)[C:20]2=[C:21]1[CH2:22][CH2:23][NH:24][CH2:25]2.[CH3:31][C:32](=[O:33])[O-:34].[CH3:35][OH:36].[N:27]#[C:28][Br:29].[Na+:30]>>[CH3:1][C:2]1([CH3:26])[O:3][c:4]2[c:5]([c:6]([OH:19])[cH:7][c:8]([CH:10]([CH:11]([CH2:12][CH2:13][CH2:14][CH2:15][CH3:16])[CH3:17])[CH3:18])[cH:9]2)[C:20]2=[C:21]1[CH2:22][CH2:23][N:24]([C:28]#[N:27])[CH2:25]2. Starting materials: BrCC1CC1, CCN(C(C)C)C(C)C, CC#N, CCOC(C)=O, Cl, COC(=O)CCC(C(N)=O)N1Cc2c(OCc3ccc(CC4CCNCC4)cc3)cccc2C1=O, [Na+], O=C([O-])O, O. Product: COC(=O)CCC(C(N)=O)N1Cc2c(OCc3ccc(CC4CCN(CC5CC5)CC4)cc3)cccc2C1=O. As a reaction SMILES: [Br:46][CH2:47][CH:48]1[CH2:49][CH2:50]1.[CH2:37]([N:38]([CH:39]([CH3:40])[CH3:41])[CH:42]([CH3:43])[CH3:44])[CH3:45].[CH3:56][C:57]#[N:58].[CH3:60][CH2:61][O:62][C:63](=[O:64])[CH3:65].[ClH:1].[NH2:2][C:3]([CH:4]([CH2:5][CH2:6][C:7](=[O:8])[O:9][CH3:10])[N:11]1[C:12](=[O:35])[c:13]2[cH:14][cH:15][cH:16][c:17]([O:20][CH2:21][c:22]3[cH:23][cH:24][c:25]([CH2:28][CH:29]4[CH2:30][CH2:31][NH:32][CH2:33][CH2:34]4)[cH:26][cH:27]3)[c:18]2[CH2:19]1)=[O:36].[Na+:55].[O-:51][C:52]([OH:53])=[O:54].[OH2:59]>>[NH2:2][C:3]([CH:4]([CH2:5][CH2:6][C:7](=[O:8])[O:9][CH3:10])[N:11]1[C:12](=[O:35])[c:13]2[cH:14][cH:15][cH:16][c:17]([O:20][CH2:21][c:22]3[cH:23][cH:24][c:25]([CH2:28][CH:29]4[CH2:30][CH2:31][N:32]([CH2:47][CH:48]5[CH2:49][CH2:50]5)[CH2:33][CH2:34]4)[cH:26][cH:27]3)[c:18]2[CH2:19]1)=[O:36]. Starting materials: C1(=CC=CC=C1)N1N=C2N=CC(=CC2=C1)NS(=O)(=O)C1=CC=CC=C1 (N-(2-Phenyl-2H-pyrazolo[3,4-b]pyridin-5-yl)benzenesulfonamide), CO (methanol). The reagents and catalysts are [OH-].[Pd+2].[OH-] (palladium hydroxide). The solvent is CCOC(=O)C (EtOAc). Conditions: time 5 hour. Yields the product C1(=CC=CC=C1)N1N=C2NCC(CC2=C1)NS(=O)(=O)C1=CC=CC=C1 (N-(2-Phenyl-4,5,6,7-tetrahydro-2H-pyrazolo[3,4-b]pyridin-5-yl)benzenesulfonamide). As a reaction SMILES: [C:1]1([N:7]2[CH:15]=[C:14]3[C:9]([N:10]=[CH:11][C:12]([NH:16][S:17]([C:20]4[CH:25]=[CH:24][CH:23]=[CH:22][CH:21]=4)(=[O:19])=[O:18])=[CH:13]3)=[N:8]2)[CH:6]=[CH:5][CH:4]=[CH:3][CH:2]=1.CO>CCOC(C)=O.[OH-].[Pd+2].[OH-]>[C:1]1([N:7]2[CH:15]=[C:14]3[C:9]([NH:10][CH2:11][CH:12]([NH:16][S:17]([C:20]4[CH:21]=[CH:22][CH:23]=[CH:24][CH:25]=4)(=[O:18])=[O:19])[CH2:13]3)=[N:8]2)[CH:2]=[CH:3][CH:4]=[CH:5][CH:6]=1 |f:3.4.5|. Procedure details: A suspension of 3D (50 mg, 0.142 mmol) and palladium hydroxide (20% wt of Pd) on carbon (50 mg) in EtOAc (5 mL)/methanol(2 mL) was stirred under a hydrogen balloon for 5 hours, then filtered via a pad of Celite. The filtrate was concentrated under reduced pressure. The resultant residue was purified by silica gel column chromatography eluting with 2.0 M NH3 in MeOH/CH2Cl2 (3:97 ratio) to give the desired product, which was further purified using preparative HPLC to give the title compound as a T...